Dataset: the Open Reaction Database (ORD), a public repository of structured organic reaction records. Task: describe an organic reaction: reactants, conditions, products, and yield Reactants: COC(C(C)C1=CC=C(C=C1)C1CCNCC1)=O (2-(4-Piperidin-4-yl-phenyl)-propionic acid methyl ester), BrC1=CC=C(C=C1)OCC (1-bromo-4-ethoxy-benzene), sodium tert-butyrat, C(C)(C)(C)P(C1=C(C=CC=C1)C1=CC=CC=C1)C(C)(C)C (2-(di-tert-butylphosphino)biphenyl), tris-(dibenzylidenaceton) dipalladium(0). Solvent: O1CCOCC1 (1,4-dioxane). Conditions: temperature 70 celsius, time 12 hour. Yields the product C(C)OC1=CC=C(C=C1)N1CCC(CC1)C1=CC=C(C=C1)C(C(=O)O)C (2-{4-[1-(4-Ethoxy-phenyl)-piperidin-4-yl]-phenyl}-propionic acid). As a reaction SMILES: C[O:2][C:3](=[O:18])[CH:4]([C:6]1[CH:11]=[CH:10][C:9]([CH:12]2[CH2:17][CH2:16][NH:15][CH2:14][CH2:13]2)=[CH:8][CH:7]=1)[CH3:5].Br[C:20]1[CH:25]=[CH:24][C:23]([O:26][CH2:27][CH3:28])=[CH:22][CH:21]=1.C(P(C(C)(C)C)C1C=CC=CC=1C1C=CC=CC=1)(C)(C)C>O1CCOCC1>[CH2:27]([O:26][C:23]1[CH:24]=[CH:25][C:20]([N:15]2[CH2:16][CH2:17][CH:12]([C:9]3[CH:10]=[CH:11][C:6]([CH:4]([CH3:5])[C:3]([OH:2])=[O:18])=[CH:7][CH:8]=3)[CH2:13][CH2:14]2)=[CH:21][CH:22]=1)[CH3:28]. Procedure details: 1.00 g (4.04 mmol) 2-(4-Piperidin-4-yl-phenyl)-propionic acid methyl ester (XI.3) are added to a mixture of 813 mg (4.04 mmol) 1-bromo-4-ethoxy-benzene, 1.60 g (97%, 16.2 mmol) sodium tert-butyrat, 483 mg (1.62 mmol) 2-(di-tert-butylphosphino)biphenyl and 370 mg (0.40 mmol) tris-(dibenzylidenaceton)-dipalladium(0) in 10 mL 1,4-dioxane. The mixture is stirred for 12 h at 70° C. After that time, the precipitate is filtered off and washed with ACN and diethyl ether. The residue is purified by HPLC ... The reactants are C(C)(C)(C)NC1=NC=NC2=C(C=CC=C12)N (N4-(tert-butyl)quinazoline-4,8-diamine), CCN(C(C)C)C(C)C (DIPEA), ClC1=C(C(=O)O)C=C(C(=C1)F)CNC(C(C)(C)C)=O (2-chloro-4-fluoro-5-(pivalamidomethyl)benzoic acid), C(C(=O)Cl)(=O)Cl (oxalyl chloride). The reagents and catalysts are CN(C)C=O (DMF). Run in C(Cl)Cl (CH2Cl2). Yields the product C(C)(C)(C)NC1=NC=NC2=C(C=CC=C12)NC(C1=C(C=C(C(=C1)CNC(C(C)(C)C)=O)F)Cl)=O (N-(4-(tert-Butylamino)quinazolin-8-yl)-2-chloro-4-fluoro-5-(pivalamidomethyl)benzamide). Yield: 8.9%. RXN SMILES: [C:1]([NH:5][C:6]1[C:15]2[C:10](=[C:11]([NH2:16])[CH:12]=[CH:13][CH:14]=2)[N:9]=[CH:8][N:7]=1)([CH3:4])([CH3:3])[CH3:2].[Cl:17][C:18]1[CH:26]=[C:25]([F:27])[C:24]([CH2:28][NH:29][C:30](=[O:35])[C:31]([CH3:34])([CH3:33])[CH3:32])=[CH:23][C:19]=1[C:20](O)=[O:21].C(Cl)(=O)C(Cl)=O.CCN(C(C)C)C(C)C>CN(C=O)C.C(Cl)Cl>[C:1]([NH:5][C:6]1[C:15]2[C:10](=[C:11]([NH:16][C:20](=[O:21])[C:19]3[CH:23]=[C:24]([CH2:28][NH:29][C:30](=[O:35])[C:31]([CH3:33])([CH3:34])[CH3:32])[C:25]([F:27])=[CH:26][C:18]=3[Cl:17])[CH:12]=[CH:13][CH:14]=2)[N:9]=[CH:8][N:7]=1)([CH3:4])([CH3:2])[CH3:3]. Reported procedure: The title compound was prepared following the procedure described in Example-1 using N4-(tert-butyl)quinazoline-4,8-diamine (Intermediate-55, 100 mg, 0.46 mmol), 2-chloro-4-fluoro-5-(pivalamidomethyl)benzoic acid (Intermediate-63, 159 mg, 0.56 mmol), oxalyl chloride (117 mg, 0.93 mmol), DMF (1 drop) and DIPEA (178 mg, 1.38 mmol) in CH2Cl2 (5 mL) to afford 20 mg of the title product. 1H NMR (300 MHz, DMSO-d6): δ 10.18 (s, 1H), 8.69-8.66 (d, J=7.2 Hz, 1H), 8.47 (s, 1H), 8.16-8.11 (m, 2H), 7.62-7.5... Reactants: C1(NNCC2=CC=CC=C12)=O (3,4-dihydro-phthalazin-1(2H)-one), CN1C=2C(C(=O)OC1=O)=CC=CC2 (N-methylisatoic anhydride). Run in C=1(C(=CC=CC1)C)C (xylene). Reaction conditions: temperature 25 celsius. The product is CNC1=C(C(=O)N2NC(C3=CC=CC=C3C2)=O)C=CC=C1 (3-(o-Methylaminobenzoyl)-3,4-dihydro-phthalazin-1(2H)-one). As a reaction SMILES: [C:1]1(=[O:11])[C:10]2[C:5](=[CH:6][CH:7]=[CH:8][CH:9]=2)[CH2:4][NH:3][NH:2]1.[CH3:12][N:13]1C(=O)O[C:16](=[O:17])[C:15]2=[CH:21][CH:22]=[CH:23][CH:24]=[C:14]12>C1(C)C(C)=CC=CC=1>[CH3:12][NH:13][C:14]1[CH:24]=[CH:23][CH:22]=[CH:21][C:15]=1[C:16]([N:3]1[CH2:4][C:5]2[C:10](=[CH:9][CH:8]=[CH:7][CH:6]=2)[C:1](=[O:11])[NH:2]1)=[O:17]. Procedure: To 3.3 g (0.022 ml) of 3,4-dihydro-phthalazin-1(2H)-one dissolved in 100 ml of xylene was added 3.9 g (0.022 mol) of N-methylisatoic anhydride and the solution was stirred and heated at reflux under N2 for 16 hours. The mixture was then cooled to room temperature (about 25° C.) whereupon a heavy precipitate formed. The 3-(o-methylaminobenzoyl)-3,4-dihydro-phthalazin-1(2H)-one was collected as a solid, washed well with xylene to give an off-white powder, mp 199°-202° C. Starting materials: CCN, CO, Clc1cnc(-c2ccccc2)c(-c2ccccc2)n1. The product is CCNc1cnc(-c2ccccc2)c(-c2ccccc2)n1. As a reaction SMILES: [CH3:20][CH2:21][NH2:22].[CH3:23][OH:24].[Cl:1][c:2]1[n:3][c:4](-[c:14]2[cH:15][cH:16][cH:17][cH:18][cH:19]2)[c:5](-[c:8]2[cH:9][cH:10][cH:11][cH:12][cH:13]2)[n:6][cH:7]1>>[c:2]1([NH:22][CH2:21][CH3:20])[n:3][c:4](-[c:14]2[cH:15][cH:16][cH:17][cH:18][cH:19]2)[c:5](-[c:8]2[cH:9][cH:10][cH:11][cH:12][cH:13]2)[n:6][cH:7]1. Reactants: ClC1=NC(=NC(=C1COC1=C(C=CC(=C1)C(C)C)C)C)C1=C(C=CC=C1C)C (4-chloro-2-(2,6-dimethylphenyl)-5-[(5-isopropyl-2-methylphenoxy)methyl]-6-methylpyrimidine), C[C@H]1NCCNC1 ((R)-2-methyl-piperazine), C([O-])([O-])=O.[Na+].[Na+] (sodium carbonate). Conditions: temperature 100 celsius. Yields the product CC1=C(C(=CC=C1)C)C1=NC(=C(C(=N1)C)COC1=C(C=CC(=C1)C(C)C)C)N1C[C@H](NCC1)C (2-(2,6-dimethylphenyl)-5-[(5-isopropyl-2-methylphenoxy)methyl]-4-methyl-6-[(3R)-3-methylpiperazin-1-yl]pyrimidine). Reaction SMILES: Cl[C:2]1[C:7]([CH2:8][O:9][C:10]2[CH:15]=[C:14]([CH:16]([CH3:18])[CH3:17])[CH:13]=[CH:12][C:11]=2[CH3:19])=[C:6]([CH3:20])[N:5]=[C:4]([C:21]2[C:26]([CH3:27])=[CH:25][CH:24]=[CH:23][C:22]=2[CH3:28])[N:3]=1.[CH3:29][C@@H:30]1[CH2:35][NH:34][CH2:33][CH2:32][NH:31]1.C(=O)([O-])[O-].[Na+].[Na+]>>[CH3:28][C:22]1[CH:23]=[CH:24][CH:25]=[C:26]([CH3:27])[C:21]=1[C:4]1[N:5]=[C:6]([CH3:20])[C:7]([CH2:8][O:9][C:10]2[CH:15]=[C:14]([CH:16]([CH3:18])[CH3:17])[CH:13]=[CH:12][C:11]=2[CH3:19])=[C:2]([N:34]2[CH2:33][CH2:32][NH:31][C@H:30]([CH3:29])[CH2:35]2)[N:3]=1 |f:2.3.4|. Procedure: A mixture of 4-chloro-2-(2,6-dimethylphenyl)-5-[(5-isopropyl-2-methylphenoxy)methyl]-6-methylpyrimidine (0.1 mmol in 0.5 mL DMA), (R)-2-methyl-piperazine (40 mg) and sodium carbonate (85 mg) is heated at 100° C. with agitation for 18 h. The reaction mixture is allowed to cool and partitioned between EtOAc (6 mL) and water (2 mL). The organic layer is separated, washed with water (2 mL×2), brine (2 mL), dried over anhydrous sodium sulfate, filtered and evaporated to obtain a colorless oil. Purifi... Starting materials: C1(CC1)B(O)O (cyclopropylboronic acid), C([O-])([O-])=O.[K+].[K+] (potassium carbonate), ClC1=CC2=C(C=N1)C(=NN2C(C2=CC=CC=C2)(C2=CC=CC=C2)C2=CC=CC=C2)I (6-chloro-3-iodo-1-trityl-1H-pyrazolo[4,3-c]pyridine), C1(CC1)B(O)O (cyclopropylboronic acid), C([O-])([O-])=O.[K+].[K+] (potassium carbonate), N#N (N2). The solvent is O (water), O1CCOCC1 (dioxane). Run at temperature 60 celsius, time 5 hour. The product is ClC1=CC2=C(C=N1)C(=NN2C(C2=CC=CC=C2)(C2=CC=CC=C2)C2=CC=CC=C2)C2CC2 (6-chloro-3-cyclopropyl-1-trityl-1H-pyrazolo[4,3-c]pyridine). Isolated yield 83.8%. As a reaction SMILES: [Cl:1][C:2]1[N:7]=[CH:6][C:5]2[C:8](I)=[N:9][N:10]([C:11]([C:24]3[CH:29]=[CH:28][CH:27]=[CH:26][CH:25]=3)([C:18]3[CH:23]=[CH:22][CH:21]=[CH:20][CH:19]=3)[C:12]3[CH:17]=[CH:16][CH:15]=[CH:14][CH:13]=3)[C:4]=2[CH:3]=1.[CH:31]1(B(O)O)[CH2:33][CH2:32]1.C(=O)([O-])[O-].[K+].[K+].N#N>O.O1CCOCC1>[Cl:1][C:2]1[N:7]=[CH:6][C:5]2[C:8]([CH:31]3[CH2:33][CH2:32]3)=[N:9][N:10]([C:11]([C:24]3[CH:29]=[CH:28][CH:27]=[CH:26][CH:25]=3)([C:18]3[CH:23]=[CH:22][CH:21]=[CH:20][CH:19]=3)[C:12]3[CH:17]=[CH:16][CH:15]=[CH:14][CH:13]=3)[C:4]=2[CH:3]=1 |f:2.3.4|. Procedure: To a flask were added 6-chloro-3-iodo-1-trityl-1H-pyrazolo[4,3-c]pyridine (3a, 2 g, 3.83 mmol), cyclopropylboronic acid (0.560 g, 6.52 mmol)), potassium carbonate (1.3 g, 9.6 mmol), 1,1′-bis(diphenylphosphino)ferrocene-palladium(ii) dichloride dichloromethane complex (0.157 g, 0.192 mmol), dioxane (10 ml), and water (5 ml). The mixture was Vac/N2 purged 6 times and heated at 60° C. After 5 h, the reaction was treated further with cyclopropylboronic acid (0.560 g, 6.52 mmol)), potassium carbonate... Starting materials: C1CCOC1, O=C(Nc1cccc2c1C(=O)NC2=O)c1ccc(Cl)s1, CCOC(=O)N=NC(=O)OCC, CC(C)(C)OC(=O)N1CCC(O)CC1, c1ccc(P(c2ccccc2)c2ccccc2)cc1. Yields the product CC(C)(C)OC(=O)N1CCC(N2C(=O)c3cccc(NC(=O)c4ccc(Cl)s4)c3C2=O)CC1. As a reaction SMILES: [CH2:66]1[O:67][CH2:68][CH2:69][CH2:70]1.[Cl:13][c:14]1[cH:15][cH:16][c:17]([C:19](=[O:20])[NH:21][c:22]2[c:23]3[c:27]([cH:28][cH:29][cH:30]2)[C:26](=[O:31])[NH:25][C:24]3=[O:32])[s:18]1.[O:1]=[C:2]([O:3][CH2:4][CH3:5])[N:6]=[N:7][C:8]([O:9][CH2:10][CH3:11])=[O:12].[OH:33][CH:34]1[CH2:35][CH2:36][N:37]([C:40](=[O:41])[O:42][C:43]([CH3:44])([CH3:45])[CH3:46])[CH2:38][CH2:39]1.[c:47]1([P:48]([c:49]2[cH:50][cH:51][cH:52][cH:53][cH:54]2)[c:55]2[cH:56][cH:57][cH:58][cH:59][cH:60]2)[cH:61][cH:62][cH:63][cH:64][cH:65]1>>[Cl:13][c:14]1[cH:15][cH:16][c:17]([C:19](=[O:20])[NH:21][c:22]2[c:23]3[c:27]([cH:28][cH:29][cH:30]2)[C:26](=[O:31])[N:25]([CH:34]2[CH2:35][CH2:36][N:37]([C:40](=[O:41])[O:42][C:43]([CH3:44])([CH3:45])[CH3:46])[CH2:38][CH2:39]2)[C:24]3=[O:32])[s:18]1.